This data is from the Open Reaction Database (ORD), a public repository of structured organic reaction records. The task is: describe an organic reaction: reactants, conditions, products, and yield The reactants are C1(CC1)COC1=C(C=C(C=C1)F)C=1C2=C(N=CN1)C(=C(N2)C)C(=O)OCC (ethyl 4-(2-cyclopropylmethoxy-5-fluoro-phenyl)-6-methyl-5H-pyrrolo[3,2-d]pyrimidine-7-carboxylate), ClCOCC[Si](C)(C)C ((2-chloromethoxy-ethyl)-trimethyl-silane). Product: C1(CC1)COC1=C(C=C(C=C1)F)C=1C2=C(N=CN1)C(=C(N2COCC[Si](C)(C)C)C)C(=O)OCC (Ethyl 4-[2-(cyclopropylmethoxy)-5-fluorophenyl]-6-methyl-5-{[2-(trimethylsilyl)ethoxy]methyl}-5H-pyrrolo[3,2-d]pyrimidine-7-carboxylate). As a reaction SMILES: [CH:1]1([CH2:4][O:5][C:6]2[CH:11]=[CH:10][C:9]([F:12])=[CH:8][C:7]=2[C:13]2[C:14]3[NH:21][C:20]([CH3:22])=[C:19]([C:23]([O:25][CH2:26][CH3:27])=[O:24])[C:15]=3[N:16]=[CH:17][N:18]=2)[CH2:3][CH2:2]1.Cl[CH2:29][O:30][CH2:31][CH2:32][Si:33]([CH3:36])([CH3:35])[CH3:34]>>[CH:1]1([CH2:4][O:5][C:6]2[CH:11]=[CH:10][C:9]([F:12])=[CH:8][C:7]=2[C:13]2[C:14]3[N:21]([CH2:29][O:30][CH2:31][CH2:32][Si:33]([CH3:36])([CH3:35])[CH3:34])[C:20]([CH3:22])=[C:19]([C:23]([O:25][CH2:26][CH3:27])=[O:24])[C:15]=3[N:16]=[CH:17][N:18]=2)[CH2:2][CH2:3]1. Reported procedure: Starting from ethyl 4-(2-cyclopropylmethoxy-5-fluoro-phenyl)-6-methyl-5H-pyrrolo[3,2-d]pyrimidine-7-carboxylate (example D.a3) and commercially available (2-chloromethoxy-ethyl)-trimethyl-silane the title compound is prepared as pale yellow viscous oil. Yield: 36.5%. The solvent is CCOC(=O)C (EtOAc), C1CCOC1 (THF). Procedure details: n-Butyllithium (28 μL, 2.5 M in THF, 0.07 mmol) was added to a solution of (trimethylsilyl)diazomethane (35 μL, 2.0 M in THF, 0.07 mmol) in THF (1 mL) at 0° C., and stirred for 20 minutes. 3-(2-Fluoro-4-iodo-phenylamino)-5-(2-fluoro-phenyl)-isonicotinonitrile (20 mg, 0.05 mmol) was added, and the resulting solution was stirred overnight at room temperature. The reaction solution was diluted with EtOAc and satd. NH4Cl, and filtered through an Extrelut column. The column was washed with EtOAc, and... Reaction conditions: time 20 minute. The reactants are C(CCC)[Li] (n-Butyllithium), C[Si](C)(C)C=[N+]=[N-] ((trimethylsilyl)diazomethane), FC1=C(C=CC(=C1)I)NC1=C(C#N)C(=CN=C1)C1=C(C=CC=C1)F (3-(2-Fluoro-4-iodo-phenylamino)-5-(2-fluoro-phenyl)-isonicotinonitrile). Yields the product FC1=C(C=CC(=C1)I)NC=1C=NC=C(C1C=1N=NNC1[Si](C)(C)C)C1=C(C=CC=C1)F ((2-Fluoro-4-iodo-phenyl)-[5-(2-fluoro-phenyl)-4-(5-trimethylsilanyl-1H-[1,2,3]triazol-4-yl)-pyridin-3-yl]-amine). As a reaction SMILES: C([Li])CCC.[CH3:6][Si:7]([CH:10]=[N+:11]=[N-:12])([CH3:9])[CH3:8].[F:13][C:14]1[CH:19]=[C:18]([I:20])[CH:17]=[CH:16][C:15]=1[NH:21][C:22]1[CH:29]=[N:28][CH:27]=[C:26]([C:30]2[CH:35]=[CH:34][CH:33]=[CH:32][C:31]=2[F:36])[C:23]=1[C:24]#[N:25]>C1COCC1.CCOC(C)=O>[F:13][C:14]1[CH:19]=[C:18]([I:20])[CH:17]=[CH:16][C:15]=1[NH:21][C:22]1[CH:29]=[N:28][CH:27]=[C:26]([C:30]2[CH:35]=[CH:34][CH:33]=[CH:32][C:31]=2[F:36])[C:23]=1[C:24]1[N:25]=[N:12][NH:11][C:10]=1[Si:7]([CH3:9])([CH3:8])[CH3:6]. Starting materials: BrC1=CC(Br)(Br)C2CCC1C2, CC#N, Clc1ccccc1, [Na+], [OH-], O=S(=O)(O)O. The product is O=C1C=C(Br)C2CCC1C2. Reaction SMILES: [Br:1][C:2]1=[CH:8][C:7]([Br:9])([Br:10])[CH:6]2[CH2:5][CH2:4][CH:3]1[CH2:11]2.[CH3:12][C:13]#[N:14].[Cl:22][c:23]1[cH:24][cH:25][cH:26][cH:27][cH:28]1.[Na+:21].[OH-:20].[S:15]([OH:16])(=[O:17])(=[O:18])[OH:19]>>[Br:1][C:2]1=[CH:8][C:7](=[O:16])[CH:6]2[CH2:5][CH2:4][CH:3]1[CH2:11]2.